Dataset: the Open Reaction Database (ORD), a public repository of structured organic reaction records. Task: describe an organic reaction: reactants, conditions, products, and yield The reactants are C(C)C(CO)CCCC (2-ethyl hexanol), RuCl3H2O, O (Water), OO (H2O2). Reagents/catalysts: [Br-].C(CCC)[N+](CCCC)(CCCC)CCCC (tetra butyl ammonium bromide). Solvent: C(Cl)Cl (CH2Cl2). Reaction conditions: temperature 40 celsius, time 1 hour. Yields the product C(C)C(C(=O)O)CCCC (2-Ethyl-hexanoic Acid). The yield is 65.0%. As a reaction SMILES: [CH2:1]([CH:3]([CH2:6][CH2:7][CH2:8][CH3:9])[CH2:4][OH:5])[CH3:2].[OH:10]O.O>C(Cl)Cl.[Br-].C([N+](CCCC)(CCCC)CCCC)CCC>[CH2:1]([CH:3]([CH2:6][CH2:7][CH2:8][CH3:9])[C:4]([OH:10])=[O:5])[CH3:2] |f:4.5|. Procedure: To a solution of 2-ethyl hexanol (8.7 mmol) in CH2Cl2 (10 ml), RuCl3H2O (0.014 mmol) and tetra butyl ammonium bromide (0.2 mmol) were added. The mixture was heated at 40° C. and 30% H2O2 (v/v) (3 ml) was added dropwise. After 1 hours the reaction was complete. Water is added, the organic phase was separated, dried over sodium sulphate and evaporated under reduced pressure to give the crude product of the title that was purified by flash chromatography (pure CH2Cl2) obtaining 0.8 g of the desired... Reactants: C(C1=CC=CC=C1)=O (benzaldehyde), [O-]S(=O)S(=O)[O-].[Na+].[Na+] (Na2S2O4), NC1=NC=C(C(=C1[N+](=O)[O-])N1CCN(CC1)CC(=O)NC=1SC=CN1)Br (2-[4-(2-amino-5-bromo-3-nitro-pyridin-4-yl)-piperazin-1-yl]-N-thiazol-2-yl-acetamide), C(C1=CC=CC=C1)=O (benzaldehyde), [O-]S(=O)S(=O)[O-].[Na+].[Na+] (Na2S2O4). The solvent is C(C)O (ethanol). Conditions: temperature 80 celsius, time 16 hour. The product is BrC=1C(=C2C(=NC1)NC(=N2)C2=CC=CC=C2)N2CCN(CC2)CC(=O)NC=2SC=CN2 (2-[4-(6-Bromo-2-phenyl-3H-imidazo[4,5-b]pyridin-7-yl)-piperazin-1-yl]-N-thiazol-2-yl-acetamide). The yield is 60.2%. Reaction SMILES: [NH2:1][C:2]1[C:7]([N+:8]([O-])=O)=[C:6]([N:11]2[CH2:16][CH2:15][N:14]([CH2:17][C:18]([NH:20][C:21]3[S:22][CH:23]=[CH:24][N:25]=3)=[O:19])[CH2:13][CH2:12]2)[C:5]([Br:26])=[CH:4][N:3]=1.[CH:27](=O)[C:28]1[CH:33]=[CH:32][CH:31]=[CH:30][CH:29]=1.[O-]S(S([O-])=O)=O.[Na+].[Na+]>C(O)C>[Br:26][C:5]1[C:6]([N:11]2[CH2:16][CH2:15][N:14]([CH2:17][C:18]([NH:20][C:21]3[S:22][CH:23]=[CH:24][N:25]=3)=[O:19])[CH2:13][CH2:12]2)=[C:7]2[N:8]=[C:27]([C:28]3[CH:33]=[CH:32][CH:31]=[CH:30][CH:29]=3)[NH:1][C:2]2=[N:3][CH:4]=1 |f:2.3.4|. Procedure details: To a mixture 2-[4-(2-amino-5-bromo-3-nitro-pyridin-4-yl)-piperazin-1-yl]-N-thiazol-2-yl-acetamide (0.05 g, 0.11 mmol) and ethanol (3 ml) was added benzaldehyde (15 μL, 0.29 mmol) and a freshly prepared aqueous solution of Na2S2O4 (1M; 450 μL, 0.45 mmol). The reaction mixture was stirred at 80° C. for 16 h then more benzaldehyde (15 μL, 0.29 mmol) and 1M aq. Na2S2O4 (450 μL, 0.45 mmol) were added. The reaction mixture was stirred at 80° C. for another 16 h then concentrated in vacuo. The crude pr...